The task is: describe an organic reaction: reactants, conditions, products, and yield. This data is from the Open Reaction Database (ORD), a public repository of structured organic reaction records. Reactants: C1(=CC=CS1)C(=O)C1=CC=C(C=C1)S(=O)(=O)Cl (4-(2-thenoyl)benzenesulphonyl chloride), NCCCC(=O)O (4-aminobutyric acid). Run in C(C)OCC (ethyl ether), solution, [OH-].[Na+] (caustic soda). Product: C1(=CC=CS1)C(=O)C1=CC=C(C=C1)S(=O)(=O)NCCCC(=O)O (4-[4-(2-thenoyl)benzenesulphonamido]butyric acid). RXN SMILES: [NH2:1][CH2:2][CH2:3][CH2:4][C:5]([OH:7])=[O:6].[C:8]1([C:13]([C:15]2[CH:20]=[CH:19][C:18]([S:21](Cl)(=[O:23])=[O:22])=[CH:17][CH:16]=2)=[O:14])[S:12][CH:11]=[CH:10][CH:9]=1>[OH-].[Na+].C(OCC)C>[C:8]1([C:13]([C:15]2[CH:20]=[CH:19][C:18]([S:21]([NH:1][CH2:2][CH2:3][CH2:4][C:5]([OH:7])=[O:6])(=[O:23])=[O:22])=[CH:17][CH:16]=2)=[O:14])[S:12][CH:11]=[CH:10][CH:9]=1 |f:2.3|. Procedure: 103 mg (1.10-3 mole) of 4-aminobutyric acid dissolved in 4 ml of a 0.5 N solution of caustic soda are added dropwise to 287 mg (1.10-3 mole) of 4-(2-thenoyl)benzenesulphonyl chloride in 5 ml of ethyl ether. Reactants: CC(=O)O, CC(C)(C)COCCCCOCc1ccccc1. Product: CC(C)(C)COCCCCO. As a reaction SMILES: [CH3:19][C:20](=[O:21])[OH:22].[CH3:1][C:2]([CH2:3][O:4][CH2:5][CH2:6][CH2:7][CH2:8][O:9][CH2:10][c:11]1[cH:12][cH:13][cH:14][cH:15][cH:16]1)([CH3:17])[CH3:18]>>[CH3:1][C:2]([CH2:3][O:4][CH2:5][CH2:6][CH2:7][CH2:8][OH:9])([CH3:17])[CH3:18]. The reactants are [OH-].[Na+] (Sodium hydroxide), O (water), BrBr (Bromine), S(=O)(=O)(C1=CC=C(C)C=C1)N1CC(C1)(CO)CO (N-tosyl-3,3-bis(hydroxymethyl)azetidine). The reagents and catalysts are [Ni](Cl)Cl (nickel chloride). The product is desired product, S(=O)(=O)(C1=CC=C(C)C=C1)N1CC(C1)(C(=O)O)C(=O)O (N-tosylazetidine-3,3-dicarboxylic acid). Reaction SMILES: [OH-:1].[Na+].[S:3]([N:13]1[CH2:16][C:15]([CH2:19][OH:20])([CH2:17][OH:18])[CH2:14]1)([C:6]1[CH:12]=[CH:11][C:9]([CH3:10])=[CH:8][CH:7]=1)(=[O:5])=[O:4].BrBr.[OH2:23]>[Ni](Cl)Cl>[S:3]([N:13]1[CH2:14][C:15]([C:19]([OH:23])=[O:20])([C:17]([OH:1])=[O:18])[CH2:16]1)([C:6]1[CH:7]=[CH:8][C:9]([CH3:10])=[CH:11][CH:12]=1)(=[O:4])=[O:5] |f:0.1|. Procedure details: Sodium hydroxide (6.3 g) was dissolved in water (50 ml) and nickel chloride (1 g) and N-tosyl-3,3-bis(hydroxymethyl)azetidine (4.4 g) were added. Bromine (9.6 g) was added over 6 hours to the green suspension with vigorous stirring and cooling. The mixture was stirred overnight and the last traces of nickel peroxide destroyed with sodium sulphite. The green precipitate was filtered off and the clear filtrate acidified to pH 1 with hydrochloric acid. Ether extraction yielded the desired product, ... Starting materials: C(#C)[Mg]Br (ethynyl magnesium bromide), BrC1=CC=C(C=C1)I (4-bromo-iodobenzene), tetrakis triphenyl phosphine palladium (0). Reagents/catalysts: [Br-].[Zn+2].[Br-] (zinc bromide). The solvent is C1CCOC1 (THF), [Cl-].[Na+].O (brine). Reaction conditions: time 18 hour. The product is BrC1=CC=C(C=C1)C#C (1-bromo-4-ethynyl benzene). RXN SMILES: [C:1]([Mg]Br)#[CH:2].[Br:5][C:6]1[CH:11]=[CH:10][C:9](I)=[CH:8][CH:7]=1>C1COCC1.[Cl-].[Na+].O.[Br-].[Zn+2].[Br-]>[Br:5][C:6]1[CH:11]=[CH:10][C:9]([C:1]#[CH:2])=[CH:8][CH:7]=1 |f:3.4.5,6.7.8|. Procedure details: To a solution of zinc bromide (9.0 g, 40 mmol) in anhydrous THF (100 mL) at room temperature under a nitrogen atmosphere was added a solution of ethynyl magnesium bromide (0.5 M in THF, 60 mL, 30 mmol). After 5 minutes 4-bromo-iodobenzene was added (5.64 g, 20 mmol) followed by tetrakis triphenyl phosphine palladium (0) (1.15 g, 1.0 mmol). The reaction was stirred at room temperature for 18 hours. The reaction mixture was poured into brine and extracted with ether (4×100 mL). The ether layer was... Starting materials: HCl ice water, CC=1N=C(SC1COC1=C2C=CNC2=CC=C1)C1=CC=C(C=C1)C(F)(F)F (4-[4-methyl-2-(4-trifluoromethyl-phenyl)-thiazol-5-ylmethoxy]-1H-indole), C(C)(C)(C)OC(CBr)=O (bromo-acetic acid tert-butyl ester), [H-].[Na+] (sodium hydride). The solvent is CN(C)C=O (DMF). Conditions: time 72 hour. Product: C(C)(C)(C)OC(CN1C=CC2=C(C=CC=C12)OCC1=C(N=C(S1)C1=CC=C(C=C1)C(F)(F)F)C)=O ({4-[4-Methyl-2-(4-trifluoromethyl-phenyl)-thiazol-5-ylmethoxy]-indol-1-yl}-acetic acid tert-butyl ester). Yield: 76.2%. Reaction SMILES: [CH3:1][C:2]1[N:3]=[C:4]([C:18]2[CH:23]=[CH:22][C:21]([C:24]([F:27])([F:26])[F:25])=[CH:20][CH:19]=2)[S:5][C:6]=1[CH2:7][O:8][C:9]1[CH:17]=[CH:16][CH:15]=[C:14]2[C:10]=1[CH:11]=[CH:12][NH:13]2.[C:28]([O:32][C:33](=[O:36])[CH2:34]Br)([CH3:31])([CH3:30])[CH3:29].[H-].[Na+]>CN(C=O)C>[C:28]([O:32][C:33](=[O:36])[CH2:34][N:13]1[C:14]2[C:10](=[C:9]([O:8][CH2:7][C:6]3[S:5][C:4]([C:18]4[CH:23]=[CH:22][C:21]([C:24]([F:27])([F:25])[F:26])=[CH:20][CH:19]=4)=[N:3][C:2]=3[CH3:1])[CH:17]=[CH:16][CH:15]=2)[CH:11]=[CH:12]1)([CH3:31])([CH3:30])[CH3:29] |f:2.3|. Reported procedure: To a solution of 4-[4-methyl-2-(4-trifluoromethyl-phenyl)-thiazol-5-ylmethoxy]-1H-indole (50 mg, 130 μmol) and bromo-acetic acid tert-butyl ester (20 μl, 140 μmol) in DMF (4 ml) was added sodium hydride (55%, 8 mg, 176 μmol) under an argon atmosphere at 0° C. The mixture was naturally warmed to room temperature, stirred for 72 h, poured onto 1 N HCl/ice water 1/1 and extracted three times with dichloromethane. The combined organic layers were washed with water and dried over sodium sulfate. The ... The reactants are [Al+3], [H-], [H-], [H-], [H-], [Li+], O=C1NCCC1(c1ccccc1)c1ccccc1. The product is c1ccc(C2(c3ccccc3)CCNC2)cc1. As a reaction SMILES: [Al+3:20].[H-:19].[H-:22].[H-:23].[H-:24].[Li+:21].[c:1]1([C:7]2([c:13]3[cH:14][cH:15][cH:16][cH:17][cH:18]3)[C:8](=[O:12])[NH:9][CH2:10][CH2:11]2)[cH:2][cH:3][cH:4][cH:5][cH:6]1>>[c:1]1([C:7]2([c:13]3[cH:14][cH:15][cH:16][cH:17][cH:18]3)[CH2:8][NH:9][CH2:10][CH2:11]2)[cH:2][cH:3][cH:4][cH:5][cH:6]1. Reactants: CC(C)(C)OC(=O)N1CCN(c2cccc3[nH]nc(I)c23)CC1, CN(C)C=O, [Cu]I, [Na+], O=S([O-])c1ccccc1. Product: CC(C)(C)OC(=O)N1CCN(c2cccc3[nH]nc(S(=O)(=O)c4ccccc4)c23)CC1. As a reaction SMILES: [C:1]([CH3:2])([CH3:3])([CH3:4])[O:5][C:6](=[O:7])[N:8]1[CH2:9][CH2:10][N:11]([c:14]2[c:15]3[c:16]([I:23])[n:17][nH:18][c:19]3[cH:20][cH:21][cH:22]2)[CH2:12][CH2:13]1.[CH3:36][N:37]([CH3:38])[CH:39]=[O:40].[Cu:34][I:35].[Na+:33].[c:24]1([S:30](=[O:31])[O-:32])[cH:25][cH:26][cH:27][cH:28][cH:29]1>>[C:1]([CH3:2])([CH3:3])([CH3:4])[O:5][C:6](=[O:7])[N:8]1[CH2:9][CH2:10][N:11]([c:14]2[c:15]3[c:16]([S:30]([c:24]4[cH:25][cH:26][cH:27][cH:28][cH:29]4)(=[O:31])=[O:32])[n:17][nH:18][c:19]3[cH:20][cH:21][cH:22]2)[CH2:12][CH2:13]1. The reactants are ClC1=C(C=C2C(=CNC2=C1)C=O)C1=CC(=C(C=C1)CCO)OC (6-chloro-5-[4-(2-hydroxyethyl)-3-methoxyphenyl]-1H-indole-3-carbaldehyde), CC(C)=CC (2-methyl-2-butene), Cl(=O)[O-].[Na+] (sodium chlorite), P(=O)(O)(O)[O-].[Na+] (sodium dihydrogen phosphate), S(=O)([O-])[O-].[Na+].[Na+] (Sodium sulfite). Run in O (water), C(C)(=O)OCC (Ethyl acetate), C(C)(C)(C)O (t-butanol), C1CCOC1 (THF). Reaction conditions: temperature 30 celsius, time 15 minute. The product is Cl(=O)[O-].[Na+].P(=O)(O)(O)[O-].[Na+] (sodium chlorite sodium dihydrogen phosphate), ClC1=C(C=C2C(=CNC2=C1)C(=O)O)C1=CC(=C(C=C1)CCO)OC (6-chloro-5-[4-(2-hydroxyethyl)-3-methoxyphenyl]-1H-indole-3-carboxylic acid). Reaction SMILES: [Cl:1]([O-:3])=[O:2].[Na+:4].[P:5]([O-:9])([OH:8])([OH:7])=[O:6].[Na+].[Cl:11][C:12]1[CH:20]=[C:19]2[C:15]([C:16]([CH:21]=[O:22])=[CH:17][NH:18]2)=[CH:14][C:13]=1[C:23]1[CH:28]=[CH:27][C:26]([CH2:29][CH2:30][OH:31])=[C:25]([O:32][CH3:33])[CH:24]=1.CC(=CC)C.S([O-])([O-])=[O:40].[Na+].[Na+]>O.C(OCC)(=O)C.C(O)(C)(C)C.C1COCC1>[Cl:1]([O-:3])=[O:2].[Na+:4].[P:5]([O-:9])([OH:8])([OH:7])=[O:6].[Na+:4].[Cl:11][C:12]1[CH:20]=[C:19]2[C:15]([C:16]([C:21]([OH:40])=[O:22])=[CH:17][NH:18]2)=[CH:14][C:13]=1[C:23]1[CH:28]=[CH:27][C:26]([CH2:29][CH2:30][OH:31])=[C:25]([O:32][CH3:33])[CH:24]=1 |f:0.1,2.3,6.7.8,13.14.15.16|. Procedure: A solution of 2.5M/2.65M of sodium chlorite/sodium dihydrogen phosphate in water was prepared and 1.0 mL (2.5 mmol sodium chlorite and 2.6 mmol sodium dihydrogen phosphate) was added to a vial containing 6-chloro-5-[4-(2-hydroxyethyl)-3-methoxyphenyl]-1H-indole-3-carbaldehyde, 1.0 mL THF, 0.5 mL t-butanol, 0.5 mL 2-methyl-2-butene, and sealed then heated to 30° C. for 3 hours. Sodium sulfite (315 mg, 2.50 mmol) was then added and the mixture stirred for 15 min. Ethyl acetate was then added to ex... Reactants: C(=O)(O)C1=CC=C(C=O)C=C1 (4-carboxy-benzaldehyde), C(C)C(COC(CC#N)=O)CCCC (cyanacetic-acid-2-ethyl-hexylester), OC(CNCC(C)O)C (bis-(2-hydroxypropyl)-amine), C1(=CC=C(C=C1)S(=O)(=O)O)C (p-toluene-sulfonic acid), three. Run in C1(=CC=CC=C1)C (toluene), CN(C=O)C (dimethylformamide), C1(=CC=CC=C1)C (toluene), O (water). The product is C(C)C(COC(C(=CC1=CC=C(C=C1)C(=O)O)C#N)=O)CCCC (2-Cyano-{p-carboxy-phenyl}-acrylic acid 2-ethylhexyl ester). As a reaction SMILES: [C:1]([C:4]1[CH:11]=[CH:10][C:7]([CH:8]=O)=[CH:6][CH:5]=1)([OH:3])=[O:2].[CH2:12]([CH:14]([CH2:22][CH2:23][CH2:24][CH3:25])[CH2:15][O:16][C:17](=[O:21])[CH2:18][C:19]#[N:20])[CH3:13].OC(C)CNCC(O)C.C1(C)C=CC(S(O)(=O)=O)=CC=1>C1(C)C=CC=CC=1.CN(C)C=O.O>[CH2:12]([CH:14]([CH2:22][CH2:23][CH2:24][CH3:25])[CH2:15][O:16][C:17](=[O:21])[C:18]([C:19]#[N:20])=[CH:8][C:7]1[CH:10]=[CH:11][C:4]([C:1]([OH:3])=[O:2])=[CH:5][CH:6]=1)[CH3:13]. Procedure details: A 250 ml three necked reaction flask, equipped with a reflux condenser combined with a water separator and an oil bath with a magnetic stirrer was charged with 3.8 g (25 mmol) of 4-carboxy-benzaldehyde (Fluka), 6.8 g (33 mmol) of cyanacetic-acid-2-ethyl-hexylester, 0.3 g of bis-(2-hydroxypropyl)-amine and 0.25 g of p-toluene-sulfonic acid in 80 ml of toluene and 20 ml of dimethylformamide. After 22 hours under reflux the reaction mixture was diluted with toluene and washed with aqueous NH4Cl and... Reactants: CC(C)(OC(=O)N[C@@H](CC1CCCCC1)C(=O)O)C (N-[(1,1-dimethylethoxy)carbonyl]-3-cyclohexyl-(L)-alanine), C(C1=CC=CC=C1)O (benzyl alcohol), 3-N,N-dimethylaminopropylethylcarbodiimide hydrochloride. Reagents/catalysts: CN(C1=CC=NC=C1)C (4-dimethylaminopyridine). Run in CN(C=O)C (dimethyl formamide), ClCCl (dichloromethane). Run at temperature 5 celsius, time 8 hour. The product is C1(=CC=CC=C1)COC([C@@H](NC(=O)OC(C)(C)C)CC1CCCCC1)=O (N-[(1,1-dimethylethoxy)carbonyl]-3-cyclohexyl-(L)-alanine phenylmethyl ester). Isolated yield 103.3%. RXN SMILES: [CH3:1][C:2]([CH3:19])([O:4][C:5]([NH:7][C@H:8]([C:16]([OH:18])=[O:17])[CH2:9][CH:10]1[CH2:15][CH2:14][CH2:13][CH2:12][CH2:11]1)=[O:6])[CH3:3].[CH2:20](O)[C:21]1[CH:26]=[CH:25][CH:24]=[CH:23][CH:22]=1>CN(C)C1C=CN=CC=1.CN(C)C=O.ClCCl>[C:21]1([CH2:20][O:17][C:16](=[O:18])[C@H:8]([CH2:9][CH:10]2[CH2:15][CH2:14][CH2:13][CH2:12][CH2:11]2)[NH:7][C:5]([O:4][C:2]([CH3:19])([CH3:1])[CH3:3])=[O:6])[CH:26]=[CH:25][CH:24]=[CH:23][CH:22]=1. Procedure: A stirred, milky solution of 25.6 g (94.5 mmole) of N-[(1,1-dimethylethoxy)carbonyl]-3-cyclohexyl-(L)-alanine, 11.2 g (104 mmole) of benzyl alcohol, and 1.15 g (9.45 mmole) of 4-dimethylaminopyridine in a mixture of 210 mL of dimethyl formamide and 150 mL of dichloromethane is cooled to 5° C., and 19.2 g of 3-N,N-dimethylaminopropylethylcarbodiimide hydrochloride is added over 5 minutes. The mixture is then warmed to ambient temperature and is stirred overnight. The reaction mixture is filtered ...